From a dataset of the Open Reaction Database (ORD), a public repository of structured organic reaction records. describe an organic reaction: reactants, conditions, products, and yield Starting materials: BrC1=NN(C2=CC(=CC=C12)CN(C(OC(C)(C)C)=O)C1CC1)CCCOC (tert-butyl {[3-bromo-1-(3-methoxypropyl)-1H-indazol-6-yl]methyl}cyclopropylcarbamate), C1(CC1)[B-](F)(F)F.[K+] (potassium cyclopropyltrifluoroborate), P(=O)([O-])([O-])[O-].[K+].[K+].[K+] (potassium phosphate), O (water), C1(CC1)[B-](F)(F)F.[K+] (Potassium cyclopropyltrifluoroborate), P(=O)([O-])([O-])[O-].[K+].[K+].[K+] (potassium phosphate), O (Water). Reagents/catalysts: C=1C=CC(=CC1)[P](C=2C=CC=CC2)(C=3C=CC=CC3)[Pd]([P](C=4C=CC=CC4)(C=5C=CC=CC5)C=6C=CC=CC6)([P](C=7C=CC=CC7)(C=8C=CC=CC8)C=9C=CC=CC9)[P](C=1C=CC=CC1)(C=1C=CC=CC1)C=1C=CC=CC1 (Tetrakis(triphenylphosphine)palladium(0)), C=1C=CC(=CC1)[P](C=2C=CC=CC2)(C=3C=CC=CC3)[Pd]([P](C=4C=CC=CC4)(C=5C=CC=CC5)C=6C=CC=CC6)([P](C=7C=CC=CC7)(C=8C=CC=CC8)C=9C=CC=CC9)[P](C=1C=CC=CC1)(C=1C=CC=CC1)C=1C=CC=CC1 (tetrakis(triphenylphosphine)palladium(0)). Run in C1(=CC=CC=C1)C (toluene). Reaction conditions: temperature 100 celsius, time 24 hour. Yields the product C1(CC1)N(C(OC(C)(C)C)=O)CC1=CC=C2C(=NN(C2=C1)CCCOC)C1CC1 (tert-butyl cyclopropyl{[3-cyclopropyl-1-(3-methoxypropyl)-1H-indazol-6-yl]methyl}carbamate). Yield: 41.7%. As a reaction SMILES: Br[C:2]1[C:10]2[C:5](=[CH:6][C:7]([CH2:11][N:12]([CH:20]3[CH2:22][CH2:21]3)[C:13](=[O:19])[O:14][C:15]([CH3:18])([CH3:17])[CH3:16])=[CH:8][CH:9]=2)[N:4]([CH2:23][CH2:24][CH2:25][O:26][CH3:27])[N:3]=1.[CH:28]1([B-](F)(F)F)[CH2:30][CH2:29]1.[K+].P([O-])([O-])([O-])=O.[K+].[K+].[K+].O>C1(C)C=CC=CC=1.C1C=CC([P]([Pd]([P](C2C=CC=CC=2)(C2C=CC=CC=2)C2C=CC=CC=2)([P](C2C=CC=CC=2)(C2C=CC=CC=2)C2C=CC=CC=2)[P](C2C=CC=CC=2)(C2C=CC=CC=2)C2C=CC=CC=2)(C2C=CC=CC=2)C2C=CC=CC=2)=CC=1>[CH:20]1([N:12]([CH2:11][C:7]2[CH:6]=[C:5]3[C:10]([C:2]([CH:28]4[CH2:30][CH2:29]4)=[N:3][N:4]3[CH2:23][CH2:24][CH2:25][O:26][CH3:27])=[CH:9][CH:8]=2)[C:13](=[O:19])[O:14][C:15]([CH3:18])([CH3:17])[CH3:16])[CH2:22][CH2:21]1 |f:1.2,3.4.5.6,^1:55,57,76,95|. Reported procedure: Tetrakis(triphenylphosphine)palladium(0) (20 mg) was added to a solution of tert-butyl {[3-bromo-1-(3-methoxypropyl)-1H-indazol-6-yl]methyl}cyclopropylcarbamate (150 mg), potassium cyclopropyltrifluoroborate (73 mg) and potassium phosphate (254 mg) in toluene (3 ml)-water (1 ml) under argon atmosphere and the mixture was stirred at 100° C. for 24 hours. Potassium cyclopropyltrifluoroborate (24 mg), potassium phosphate (73 mg) and tetrakis(triphenylphosphine)palladium(0) (20 mg) were added to the... Reactants: COC=1C=CC2=C(N=C([Se]2)C)C1 (5-methoxy-2-methylbenzoselenazole), C1(=CC=C(C=C1)S(=O)(=O)OC)C (methyl paratoluenesulfonate). Run in C(Cl)(Cl)Cl (chloroform). Yields the product C1(=CC=C(C=C1)S(=O)(=O)[O-])C.COC=1C=CC2=C([N+](=C([Se]2)C)C)C1 (5-methoxy-2,3-dimethylbenzoselenazolium paratoluenesulfonate). Isolated yield 189.8%. Reaction SMILES: [CH3:1][O:2][C:3]1[CH:4]=[CH:5][C:6]2[Se:10][C:9]([CH3:11])=[N:8][C:7]=2[CH:12]=1.[C:13]1([CH3:24])[CH:18]=[CH:17][C:16]([S:19]([O:22]C)(=[O:21])=[O:20])=[CH:15][CH:14]=1>C(Cl)(Cl)Cl>[C:13]1([CH3:24])[CH:14]=[CH:15][C:16]([S:19]([O-:22])(=[O:20])=[O:21])=[CH:17][CH:18]=1.[CH3:1][O:2][C:3]1[CH:4]=[CH:5][C:6]2[Se:10][C:9]([CH3:11])=[N+:8]([CH3:13])[C:7]=2[CH:12]=1 |f:3.4|. Procedure: Into a sealed tube were placed 2.26 g (10.0 mmoles) of 5-methoxy-2-methylbenzoselenazole, 1.93 g (10.4 mmoles) of methyl paratoluenesulfonate and 10 ml of chloroform. The resulting mixture was treated in the same manner as in Reference Example 4, giving 4.07 g (yield: 99%) of 5-methoxy-2,3-dimethylbenzoselenazolium paratoluenesulfonate as a purple powder. The reactants are CS(=O)(=O)OCC=1C(=NSC1C(F)(F)F)C1=C(C=C(C=C1F)OC)F ((5-(trifluoromethyl)-3-(2,6-difluoro-4-methoxyphenyl) isothiazol-4-yl)methyl methanesulfonate), OC1=C(C(=C(C=C1)CCC(=O)OCC)C)C (ethyl 3-(4-hydroxy-2,3-dimethylphenyl)propanoate). The product is FC1=C(C(=CC(=C1)OC)F)C1=NSC(=C1COC1=C(C(=C(C=C1)CCC(=O)O)C)C)C(F)(F)F (3-(4-[[3-(2,6-difluoro-4-methoxyphenyl)-5-(trifluoromethyl)-1,2-thiazol-4-yl]methoxy]-2,3-dimethylphenyl)propanoic acid). As a reaction SMILES: CS([O:5][CH2:6][C:7]1[C:8]([C:16]2[C:21]([F:22])=[CH:20][C:19]([O:23][CH3:24])=[CH:18][C:17]=2[F:25])=[N:9][S:10][C:11]=1[C:12]([F:15])([F:14])[F:13])(=O)=O.O[C:27]1[CH:32]=[CH:31][C:30]([CH2:33][CH2:34][C:35]([O:37]CC)=[O:36])=[C:29]([CH3:40])[C:28]=1[CH3:41]>>[F:25][C:17]1[CH:18]=[C:19]([O:23][CH3:24])[CH:20]=[C:21]([F:22])[C:16]=1[C:8]1[C:7]([CH2:6][O:5][C:27]2[CH:32]=[CH:31][C:30]([CH2:33][CH2:34][C:35]([OH:37])=[O:36])=[C:29]([CH3:40])[C:28]=2[CH3:41])=[C:11]([C:12]([F:15])([F:14])[F:13])[S:10][N:9]=1. Procedure: The title compound was prepared according to the procedure described in Example 1 starting following Step 5 and 6 coupling (5-(trifluoromethyl)-3-(2,6-difluoro-4-methoxyphenyl) isothiazol-4-yl)methyl methanesulfonate and ethyl 3-(4-hydroxy-2,3-dimethylphenyl)propanoate followed by hydrolysis to afford the desired product as an off-white solid. 1H NMR (300 MHz, CDCl3) δ 6.93 (d, J=8.4 Hz, 1H), 6.52-6.59 (m, 3H), 5.02 (s, 2H), 3.85 (s, 3H), 2.94 (t, J=7.2 Hz, 2H), 2.60 (t, J=7.5 Hz, 2H), 2.20 (s, ... As a reaction SMILES: [Br:10][c:11]1[cH:12][n:13][c:14]([N:17]([CH3:18])[CH:19]2[CH2:20][CH2:21][CH:22]([C:25]#[C:26][CH2:27][N:28]([CH3:29])[CH3:30])[CH2:23][CH2:24]2)[n:15][cH:16]1.[C:31](=[O:32])([O-:33])[O-:34].[Na+:35].[Na+:36].[O:37]1[CH2:38][CH2:39][O:40][CH2:41][CH2:42]1.[n:1]1[cH:2][cH:3][c:4]([B:7]([OH:8])[OH:9])[cH:5][cH:6]1>>[n:1]1[cH:2][cH:3][c:4](-[c:11]2[cH:12][n:13][c:14]([N:17]([CH3:18])[CH:19]3[CH2:20][CH2:21][CH:22]([C:25]#[C:26][CH2:27][N:28]([CH3:29])[CH3:30])[CH2:23][CH2:24]3)[n:15][cH:16]2)[cH:5][cH:6]1. The reactants are CN(C)CC#CC1CCC(N(C)c2ncc(Br)cn2)CC1, O=C([O-])[O-], [Na+], [Na+], C1COCCO1, OB(O)c1ccncc1. The product is CN(C)CC#CC1CCC(N(C)c2ncc(-c3ccncc3)cn2)CC1. The solvent is C(Cl)Cl (DCM), C(C)N(CC)CC (triethylamine). The reagents and catalysts are [Cu]I (CuI), Cl[Pd]([P](C1=CC=CC=C1)(C2=CC=CC=C2)C3=CC=CC=C3)([P](C4=CC=CC=C4)(C5=CC=CC=C5)C6=CC=CC=C6)Cl (Pd(PPh3)2Cl2). Run at temperature 50 celsius, time 1.5 hour. As a reaction SMILES: [CH2:1]([C:5]1[CH:10]=[CH:9][C:8]([CH2:11][OH:12])=[CH:7][CH:6]=1)[CH2:2][C:3]#[CH:4].Br[C:14]1[CH:19]=[CH:18][C:17]([Br:20])=[CH:16][N:15]=1>C(N(CC)CC)C.C(Cl)Cl.[Cu]I.Cl[Pd](Cl)([P](C1C=CC=CC=1)(C1C=CC=CC=1)C1C=CC=CC=1)[P](C1C=CC=CC=1)(C1C=CC=CC=1)C1C=CC=CC=1>[Br:20][C:17]1[CH:18]=[CH:19][C:14]([C:4]#[C:3][CH2:2][CH2:1][C:5]2[CH:6]=[CH:7][C:8]([CH2:11][OH:12])=[CH:9][CH:10]=2)=[N:15][CH:16]=1 |^1:35,54|. The reactants are C(CC#C)C1=CC=C(C=C1)CO ((4-but-3-ynyl-phenyl)-methanol), BrC1=NC=C(C=C1)Br (2,5-dibromopyridine). Product: BrC=1C=CC(=NC1)C#CCCC1=CC=C(C=C1)CO ({4-[4-(5-bromo-pyridin-2-yl)-but-3-ynyl]-phenyl}-methanol). Procedure details: Under an N2 atmosphere 130 mg (0.67 mmol) CuI and 300 mg (0.42 mmol) Pd(PPh3)2Cl2 are added to a solution of 2.0 g (12.48 mmol) (4-but-3-ynyl-phenyl)-methanol and 3.2 g (13.1 mmol) 2,5-dibromopyridine in 80 mL triethylamine and the reaction mixture is stirred for 1.5 h at 50° C. The solvent is eliminated in vacuo, the residue dissolved in a little DCM and purified by chromatography on silica gel (gradient: cyc/EtOAc 4:1 to cyc/EtOAc 3:1). The reactants are C(C(=O)O)(=O)O.C1(=CC=CC=C1)C(=C1CCN(CC1)CCCOC1=CC=CC=C1)C1=CC=CC=C1 (4-(Diphenylmethylene)-1-(3-phenoxypropyl)piperidine oxalate), FC1=CC=C(C=C1)C(O)(C1CCNCC1)C1=CC=C(C=C1)F ([α,α-bis(4-fluorophenyl)]-4-piperidinemethanol), C([O-])([O-])=O.[Na+].[Na+] (sodium carbonate), [I-].[K+] (potassium iodide). Run in C(CCC)O (1-butanol), petroleum ether. The product is FC1=CC=C(C=C1)C(O)(C1CCN(CC1)CCCOC1=C(C=CC=C1)C)C1=CC=C(C=C1)F (α,α-Bis(4-fluorophenyl)-1-[3-(2-methylphenoxy)propyl]-4-piperidinemethanol). Yield: 56.0%. As a reaction SMILES: [C:1](O)(=O)C(O)=O.C1(C(C2C=CC=CC=2)=C2CCN([CH2:20][CH2:21][CH2:22][O:23][C:24]3[CH:29]=[CH:28][CH:27]=[CH:26][CH:25]=3)CC2)C=CC=CC=1.[F:36][C:37]1[CH:42]=[CH:41][C:40]([C:43]([C:51]2[CH:56]=[CH:55][C:54]([F:57])=[CH:53][CH:52]=2)([CH:45]2[CH2:50][CH2:49][NH:48][CH2:47][CH2:46]2)[OH:44])=[CH:39][CH:38]=1.C(=O)([O-])[O-].[Na+].[Na+].[I-].[K+]>C(O)CCC>[F:36][C:37]1[CH:42]=[CH:41][C:40]([C:43]([C:51]2[CH:52]=[CH:53][C:54]([F:57])=[CH:55][CH:56]=2)([CH:45]2[CH2:46][CH2:47][N:48]([CH2:20][CH2:21][CH2:22][O:23][C:24]3[CH:25]=[CH:26][CH:27]=[CH:28][C:29]=3[CH3:1])[CH2:49][CH2:50]2)[OH:44])=[CH:39][CH:38]=1 |f:0.1,3.4.5,6.7|. Reported procedure: This compound was prepared according to the procedure used to synthesize the compound of Example 1. A mixture of 3.0 g (0.01 mole) of [α,α-bis(4-fluorophenyl)]-4-piperidinemethanol, 1.8 g (0.01 mole) of 1-chloro-3-(2-methylphenoxy)prpane, 3.7 g (0.035 mole) of anhydrous sodium carbonate and 0.4 g of potassium iodide in 100 ml of 1-butanol gave 2.5 g (56%) of the title compound as a white solid, mp 108.5°-109° C. (petroleum ether, 60°-110° C.). Starting materials: C([O-])([O-])=O.[K+].[K+] (potassium carbonate), C1CC(CC=2C3=CC=CC=C3NC12)C(=O)O (1,2,3,4-tetrahydrocarbazole-3-carboxylic acid), aqueous solution, Cl (hydrochloric acid), C(C1=CC=CC=C1)Br (benzyl bromide). Isolated yield 98.1%. Run in CN(C=O)C (N,N-dimethylformamide). Reaction conditions: time 1.5 hour. The product is C1CC(CC=2C3=CC=CC=C3NC12)C(=O)OCC1=CC=CC=C1 (Benzyl 1,2,3,4-tetrahydrocarbazole-3-carboxylate). As a reaction SMILES: C(=O)([O-])[O-].[K+].[K+].[CH2:7]1[C:19]2[NH:18][C:17]3[C:12](=[CH:13][CH:14]=[CH:15][CH:16]=3)[C:11]=2[CH2:10][CH:9]([C:20]([OH:22])=[O:21])[CH2:8]1.[CH2:23](Br)[C:24]1[CH:29]=[CH:28][CH:27]=[CH:26][CH:25]=1.Cl>CN(C)C=O>[CH2:7]1[C:19]2[NH:18][C:17]3[C:12](=[CH:13][CH:14]=[CH:15][CH:16]=3)[C:11]=2[CH2:10][CH:9]([C:20]([O:22][CH2:23][C:24]2[CH:29]=[CH:28][CH:27]=[CH:26][CH:25]=2)=[O:21])[CH2:8]1 |f:0.1.2|. Procedure: 5.53 g of powdered potassium carbonate was added to a solution of 4.34 g of 1,2,3,4-tetrahydrocarbazole-3-carboxylic acid, as obtained in Example 49, in 100 ml of N,N-dimethylformamide. 3.76 g of benzyl bromide were added to the reaction mixture, which was then stirred for 1.5 hours at room temperature, after which the mixture was neutralized by the addition of a 0.5N aqueous solution of hydrochloric acid. The aqueous layer was extracted with ethyl acetate. The organic extract was washed with wa...